From a dataset of the Open Reaction Database (ORD), a public repository of structured organic reaction records. describe an organic reaction: reactants, conditions, products, and yield Reaction SMILES: [OH:1][C:2]1[CH:7]=[CH:6][C:5]([SH:8])=[CH:4][CH:3]=1.[O:9]1[CH:14]=[CH:13][CH2:12][CH2:11][CH2:10]1>ClCCl.C1(C)C=CC(S(O)(=O)=O)=CC=1>[O:9]1[CH2:14][CH2:13][CH2:12][CH2:11][CH:10]1[S:8][C:5]1[CH:6]=[CH:7][C:2]([OH:1])=[CH:3][CH:4]=1. The solvent is ClCCl (dichloromethane). Reactants: OC1=CC=C(C=C1)S (4-hydroxythiophenol), O1CCCC=C1 (dihydropyran). Yield: 276.2%. The reagents and catalysts are C1(=CC=C(C=C1)S(=O)(=O)O)C (p-toluenesulphonic acid). Procedure details: To a solution of 4-hydroxythiophenol (10 g, 79 mmol) and p-toluenesulphonic acid (100 mg) in dichloromethane (100 ml) was added dihydropyran (16.7 g, 19.8 mmol) and the mixture stirred at room temperature for 18 hours. The mixture was concentrated in vacuo and the residue dissolved in THF (100 ml) and 0.5 M sulphuric acid (20 ml). The mixture was stirred at room temperature for 18 hours and concentrated in vacuo. The residue was dissolved in dichloromethane (200 ml) and washed with water (50 ml)... The product is O1C(CCCC1)SC1=CC=C(C=C1)O (4-(Tetrahydro-pyran-2ylsulfanyl)-phenol). Run at time 18 hour. Starting materials: CC(C)(C)S(=O)N (2-methyl-propane-2-sulfinamide), BrC=1C=C(C=NC1)C=O (5-bromo-3-pyridine-carboxaldehyde), O (water), resultant mixture. Reagents/catalysts: CC([O-])C.[Ti+4].CC([O-])C.CC([O-])C.CC([O-])C (titanium isopropoxide). Run in ClCCl (dichloromethane). Conditions: temperature 60 celsius, time 10 minute. The product is BrC=1C=C(C=NC1)C=NS(=O)C(C)(C)C (2-methyl-propane-2-sulfinic acid 1-(5-bromo-pyridin-3-yl)-methylideneamide). The yield is 101.4%. Reaction SMILES: [CH3:1][C:2]([S:5]([NH2:7])=[O:6])([CH3:4])[CH3:3].[Br:8][C:9]1[CH:10]=[C:11]([CH:15]=O)[CH:12]=[N:13][CH:14]=1.O>ClCCl.CC(C)[O-].[Ti+4].CC(C)[O-].CC(C)[O-].CC(C)[O-]>[Br:8][C:9]1[CH:10]=[C:11]([CH:15]=[N:7][S:5]([C:2]([CH3:4])([CH3:3])[CH3:1])=[O:6])[CH:12]=[N:13][CH:14]=1 |f:4.5.6.7.8|. Procedure: To a solution of 2-methyl-propane-2-sulfinamide (11 g, 91 mmol) and 5-bromo-3-pyridine-carboxaldehyde (14 g, 75 mmol) in dichloromethane (500 mL) is added titanium isopropoxide (43 g, 150 mmol). The reaction is then heated at reflux (bath temperature=60° C.) for 4 hours. The resultant mixture is cooled to room temperature and poured into a stirred mixture of diatomaceous earth (50 g) and water (150 mL). The slurry is stirred for 10 min and then filtered. The organic layer from the filtrate is wa... Reactants: C(C1=CC=CC=C1)Br (benzyl bromide), C(C)(=O)N1CCN(CC1)NC(C1=CC=C(C=C1)F)=O (N-(4-acetyl-1-piperazinyl)-4-fluorobenzamide), CN(C=O)C (N,N-dimethylformamide), [H-].[Na+] (sodium hydride). Solvent: O (water). Run at temperature 0 celsius, time 1 hour. Yields the product C(C)(=O)N1CCN(CC1)N(C(C1=CC=C(C=C1)F)=O)CC1=CC=CC=C1 (N-(4-acetyl-1-piperazinyl)-N-benzyl-4-fluorobenzamide). Reaction SMILES: [C:1]([N:4]1[CH2:9][CH2:8][N:7]([NH:10][C:11](=[O:19])[C:12]2[CH:17]=[CH:16][C:15]([F:18])=[CH:14][CH:13]=2)[CH2:6][CH2:5]1)(=[O:3])[CH3:2].CN(C)C=O.[H-].[Na+].[CH2:27](Br)[C:28]1[CH:33]=[CH:32][CH:31]=[CH:30][CH:29]=1>O>[C:1]([N:4]1[CH2:5][CH2:6][N:7]([N:10]([CH2:27][C:28]2[CH:33]=[CH:32][CH:31]=[CH:30][CH:29]=2)[C:11](=[O:19])[C:12]2[CH:17]=[CH:16][C:15]([F:18])=[CH:14][CH:13]=2)[CH2:8][CH2:9]1)(=[O:3])[CH3:2] |f:2.3|. Reported procedure: To a stirred mixture of N-(4-acetyl-1-piperazinyl)-4-fluorobenzamide (230 mg) and N,N-dimethylformamide (3 ml) was added sodium hydride (60% oil dispersion, 35 mg) in one portion at 0° C. The mixture was stirred at 0° C. for 1 hour then benzyl bromide (0.17 ml) was added to this mixture at 0° C. After stirring at 0° C. for 1.5 hours, water was added and the solvent was evaporated. The residue was taken up in ethyl acetate, washed with brine, dried over magnesium sulfate and concentrated. The res... The reactants are COC=1C=C(C=C(C1OC)OC)C1=NC=CC(=C1)CN1CCNCC1 (1-[[2-(3,4,5-Trimethoxyphenyl)pyridin-4-yl]methyl]-piperazine), COC=1C=C(C=C(C1OC)OC)C=1C=C(C(=O)O)C=CN1 (2-(3,4,5-trimethoxyphenyl)-isonicotinic acid). Yields the product COC=1C=C(C=C(C1OC)OC)C=1C=C(C(=O)N2CCN(CC2)CC2=CC(=NC=C2)C2=CC(=C(C(=C2)OC)OC)OC)C=CN1 (N-[2-(3,4,5-trimethoxyphenyl)isonicotinoyl]-N′-[[2-(3,4,5-trimethoxyphenyl)pyridin-4-yl]methyl]-piperazine). As a reaction SMILES: [CH3:1][O:2][C:3]1[CH:4]=[C:5]([C:13]2[CH:18]=[C:17]([CH2:19][N:20]3[CH2:25][CH2:24][NH:23][CH2:22][CH2:21]3)[CH:16]=[CH:15][N:14]=2)[CH:6]=[C:7]([O:11][CH3:12])[C:8]=1[O:9][CH3:10].[CH3:26][O:27][C:28]1[CH:29]=[C:30]([C:38]2[CH:39]=[C:40]([CH:44]=[CH:45][N:46]=2)[C:41](O)=[O:42])[CH:31]=[C:32]([O:36][CH3:37])[C:33]=1[O:34][CH3:35]>>[CH3:26][O:27][C:28]1[CH:29]=[C:30]([C:38]2[CH:39]=[C:40]([CH:44]=[CH:45][N:46]=2)[C:41]([N:23]2[CH2:24][CH2:25][N:20]([CH2:19][C:17]3[CH:16]=[CH:15][N:14]=[C:13]([C:5]4[CH:6]=[C:7]([O:11][CH3:12])[C:8]([O:9][CH3:10])=[C:3]([O:2][CH3:1])[CH:4]=4)[CH:18]=3)[CH2:21][CH2:22]2)=[O:42])[CH:31]=[C:32]([O:36][CH3:37])[C:33]=1[O:34][CH3:35]. Reported procedure: 1-[[2-(3,4,5-Trimethoxyphenyl)pyridin-4-yl]methyl]-piperazine (160 mg) and 2-(3,4,5-trimethoxyphenyl)-isonicotinic acid (113 mg) were reacted in the same manner as in Example 56 to obtain the title compound as a free base. Starting materials: C(C)(=O)OC(C)=O (Acetic anhydride), NC1CCC(N2N(C1=O)C(CCC2)C(=O)OC(C)(C)C)=O (t-butyl 9-amino-6,10-dioxo-1,2,3,4,7,8,9,10-octahydro-6H-pyridazino[1,2-a][1,2]diazepine-1-carboxylate), C(C)(C)N(CC)C(C)C (diisopropylethylamine), C(Cl)Cl (CH2Cl2). Solvent: CCOC(=O)C (EtOAc). Run at time 1 hour. Product: C(C)(=O)N[C@H]1CCC(N2N(C1=O)[C@@H](CCC2)C(=O)OC(C)(C)C)=O ((1S, 9S) t-Butyl 9-acetylamino-6,10-dioxo-1,2,3,4,7,8,9,10-octahydro-6H-pyridazino [1,2-a][1,2]diazepine-1-carboxylate). Yield: 86.5%. RXN SMILES: [C:1](OC(=O)C)(=[O:3])[CH3:2].[NH2:8][CH:9]1[C:15](=[O:16])[N:14]2[CH:17]([C:21]([O:23][C:24]([CH3:27])([CH3:26])[CH3:25])=[O:22])[CH2:18][CH2:19][CH2:20][N:13]2[C:12](=[O:28])[CH2:11][CH2:10]1.C(N(C(C)C)CC)(C)C.C(Cl)Cl>CCOC(C)=O>[C:1]([NH:8][C@@H:9]1[C:15](=[O:16])[N:14]2[C@H:17]([C:21]([O:23][C:24]([CH3:25])([CH3:27])[CH3:26])=[O:22])[CH2:18][CH2:19][CH2:20][N:13]2[C:12](=[O:28])[CH2:11][CH2:10]1)(=[O:3])[CH3:2]. Procedure details: Acetic anhydride (307 mg, 3.01 mmol) was added to a stirred mixture of t-butyl 9-amino-6,10-dioxo-1,2,3,4,7,8,9,10-octahydro-6H-pyridazino[1,2-a][1,2]diazepine-1-carboxylate (GB 2,128,984; 813.7 mg, 2.74 mmol), diisopropylethylamine (884 mg, 6.84 mmol) and CH2Cl2 (20 ml). The mixture was kept for 1 h then diluted with EtOAc, washed with NaHCO3 solution then brine, dried (MgSO4) and concentrated to yield a colourless oil. The product was purified by flash chromatography (0.5-8% MeOH/CH2Cl2) to af...